Dataset: the Open Reaction Database (ORD), a public repository of structured organic reaction records. Task: describe an organic reaction: reactants, conditions, products, and yield Reactants: C(C)(=O)O (acetic acid), C([O-])(O)=O.[Na+] (sodium bicarbonate), C12(CC3CC(CC(C1)C3)C2)CCC2=C(N=C(N2C)C2=C(C=CC=C2)C)C=O (5-(2-Adamantan-1-yl-ethyl)-1-methyl-2-o-tolyl-1H-imidazole-4-carbaldehyde), C(C1=CC=CC=C1)OC(C1=CC(=CC=C1)N)=O (3-amino-benzoic acid benzyl ester), C(C)(=O)O[BH-](OC(C)=O)OC(C)=O.[Na+] (sodium triacetoxyborohydride). Run in ClCCCl (1,2-dichloroethane). Run at time 2 hour. The product is C(C1=CC=CC=C1)OC(C1=CC(=CC=C1)NCC=1N=C(N(C1CCC12CC3CC(CC(C1)C3)C2)C)C2=C(C=CC=C2)C)=O (3-{[5-(2-Adamantan-1-yl-ethyl)-1-methyl-2-o-tolyl-1H-imidazol-4-ylmethyl]-amino}-benzoic Acid Benzyl Ester). The yield is 91.6%. As a reaction SMILES: [C:1]12([CH2:11][CH2:12][C:13]3[N:17]([CH3:18])[C:16]([C:19]4[CH:24]=[CH:23][CH:22]=[CH:21][C:20]=4[CH3:25])=[N:15][C:14]=3[CH:26]=O)[CH2:10][CH:5]3[CH2:6][CH:7]([CH2:9][CH:3]([CH2:4]3)[CH2:2]1)[CH2:8]2.[CH2:28]([O:35][C:36](=[O:44])[C:37]1[CH:42]=[CH:41][CH:40]=[C:39]([NH2:43])[CH:38]=1)[C:29]1[CH:34]=[CH:33][CH:32]=[CH:31][CH:30]=1.C(O[BH-](OC(=O)C)OC(=O)C)(=O)C.[Na+].C(O)(=O)C.C(=O)(O)[O-].[Na+]>ClCCCl>[CH2:28]([O:35][C:36](=[O:44])[C:37]1[CH:42]=[CH:41][CH:40]=[C:39]([NH:43][CH2:26][C:14]2[N:15]=[C:16]([C:19]3[CH:24]=[CH:23][CH:22]=[CH:21][C:20]=3[CH3:25])[N:17]([CH3:18])[C:13]=2[CH2:12][CH2:11][C:1]23[CH2:10][CH:5]4[CH2:4][CH:3]([CH2:9][CH:7]([CH2:6]4)[CH2:8]2)[CH2:2]3)[CH:38]=1)[C:29]1[CH:30]=[CH:31][CH:32]=[CH:33][CH:34]=1 |f:2.3,5.6|. Reported procedure: To a solution of 5-(2-adamantan-1-yl-ethyl)-1-methyl-2-o-tolyl-1H-imidazole-4-carbaldehyde (Example 275, step b) (500 mg, 1.38 mmol) and 3-amino-benzoic acid benzyl ester (313 mg, 1.38 mmol) in 1,2-dichloroethane (5 ml) were added sodium triacetoxyborohydride (409 mg, 1.93 mmol) and then acetic acid (79 μl, 1.38 mmol). The suspension was stirred at room temperature for 2 h, then saturated sodium bicarbonate (40 ml) was added. The product was extracted with ethyl acetate (40 ml), the organic phas...